Dataset: the Open Reaction Database (ORD), a public repository of structured organic reaction records. Task: describe an organic reaction: reactants, conditions, products, and yield Starting materials: CCO, CCOC(=O)c1ccc(Cc2ccc(OC)cc2)cn1, Cl. The product is CCOC(=O)c1ccc(Cc2ccc(O)cc2)cn1. RXN SMILES: [CH2:22]([OH:23])[CH3:24].[CH3:1][O:2][c:3]1[cH:4][cH:5][c:6]([CH2:7][c:8]2[cH:9][cH:10][c:11]([C:14](=[O:15])[O:16][CH2:17][CH3:18])[n:12][cH:13]2)[cH:19][cH:20]1.[ClH:21]>>[OH:2][c:3]1[cH:4][cH:5][c:6]([CH2:7][c:8]2[cH:9][cH:10][c:11]([C:14](=[O:15])[O:16][CH2:17][CH3:18])[n:12][cH:13]2)[cH:19][cH:20]1. Reactants: [Br-], [Br-], [Br-], C1CCOC1, C[Si](C)(C)Cl, COc1ccc2c(c1F)CCC2(Cc1ccc(C(F)(F)F)nc1)C(C)=O, C[N+](C)(C)c1ccccc1, C[N+](C)(C)c1ccccc1, C[N+](C)(C)c1ccccc1. The product is COc1ccc2c(c1F)CCC2(Cc1ccc(C(F)(F)F)nc1)C(=O)CBr. Reaction SMILES: [Br-:32].[Br-:33].[Br-:34].[CH2:65]1[O:66][CH2:67][CH2:68][CH2:69]1.[Cl:27][Si:28]([CH3:29])([CH3:30])[CH3:31].[F:1][c:2]1[c:3]2[c:7]([cH:8][cH:9][c:10]1[O:11][CH3:12])[C:6]([CH2:13][c:14]1[cH:15][n:16][c:17]([C:20]([F:21])([F:22])[F:23])[cH:18][cH:19]1)([C:24]([CH3:25])=[O:26])[CH2:5][CH2:4]2.[c:35]1([N+:36]([CH3:37])([CH3:38])[CH3:39])[cH:40][cH:41][cH:42][cH:43][cH:44]1.[c:45]1([N+:46]([CH3:47])([CH3:48])[CH3:49])[cH:50][cH:51][cH:52][cH:53][cH:54]1.[c:55]1([N+:56]([CH3:57])([CH3:58])[CH3:59])[cH:60][cH:61][cH:62][cH:63][cH:64]1>>[F:1][c:2]1[c:3]2[c:7]([cH:8][cH:9][c:10]1[O:11][CH3:12])[C:6]([CH2:13][c:14]1[cH:15][n:16][c:17]([C:20]([F:21])([F:22])[F:23])[cH:18][cH:19]1)([C:24]([CH2:25][Br:32])=[O:26])[CH2:5][CH2:4]2. Reactants: FC(C1=CC=CC(=N1)CO)(F)F ((6-Trifluoromethyl-pyridin-2-yl)-methanol), C(C)(C)(C)OC(=O)N1CC(C1)OC1=C(C=CC(=C1)Cl)O (3-(5-Chloro-2-hydroxy-phenoxy)-azetidine-1-carboxylic acid tert-butyl ester). The product is C(C)(C)(C)OC(=O)N1CC(C1)OC1=C(C=CC(=C1)Cl)OCC1=NC(=CC=C1)C(F)(F)F (3-[5-Chloro-2-(6-trifluoromethyl-pyridin-2-ylmethoxy)-phenoxy]-azetidine-1-carboxylic acid tert-butyl ester). As a reaction SMILES: [F:1][C:2]([F:12])([F:11])[C:3]1[N:8]=[C:7]([CH2:9][OH:10])[CH:6]=[CH:5][CH:4]=1.[C:13]([O:17][C:18]([N:20]1[CH2:23][CH:22]([O:24][C:25]2[CH:30]=[C:29]([Cl:31])[CH:28]=[CH:27][C:26]=2O)[CH2:21]1)=[O:19])([CH3:16])([CH3:15])[CH3:14]>>[C:13]([O:17][C:18]([N:20]1[CH2:23][CH:22]([O:24][C:25]2[CH:30]=[C:29]([Cl:31])[CH:28]=[CH:27][C:26]=2[O:10][CH2:9][C:7]2[CH:6]=[CH:5][CH:4]=[C:3]([C:2]([F:11])([F:1])[F:12])[N:8]=2)[CH2:21]1)=[O:19])([CH3:16])([CH3:14])[CH3:15]. Procedure details: Prepared from the title compound of Step A and 3-(5-Chloro-2-hydroxy-phenoxy)-azetidine-1-carboxylic acid tert-butyl ester using general procedure 7. The reactants are C(C)(C)(C)OC(=O)CN(CC=CC(=O)OC)S(=O)(=O)C1=CC2=CC=C(C=C2C=C1)Cl (methyl 4-[(tert-butoxycarbonylmethyl)(6-chloro-naphthalene-2-sulfonyl)amino]-2-butenoate), FC(C(=O)O)(F)F (trifluoroacetic acid). The solvent is C1(=CC=CC=C1)C (toluene). Reaction conditions: time 1.5 hour. Product: C(=O)(O)CN(CC=CC(=O)OC)S(=O)(=O)C1=CC2=CC=C(C=C2C=C1)Cl (methyl 4-[carboxymethyl(6-chloro-naphthalene-2-sulfonyl)amino]-2-butenate). Yield: 97.3%. Reaction SMILES: C([O:5][C:6]([CH2:8][N:9]([S:17]([C:20]1[CH:29]=[CH:28][C:27]2[C:22](=[CH:23][CH:24]=[C:25]([Cl:30])[CH:26]=2)[CH:21]=1)(=[O:19])=[O:18])[CH2:10][CH:11]=[CH:12][C:13]([O:15][CH3:16])=[O:14])=[O:7])(C)(C)C.FC(F)(F)C(O)=O>C1(C)C=CC=CC=1>[C:6]([CH2:8][N:9]([S:17]([C:20]1[CH:29]=[CH:28][C:27]2[C:22](=[CH:23][CH:24]=[C:25]([Cl:30])[CH:26]=2)[CH:21]=1)(=[O:19])=[O:18])[CH2:10][CH:11]=[CH:12][C:13]([O:15][CH3:16])=[O:14])([OH:7])=[O:5]. Procedure details: A solution of methyl 4-[(tert-butoxycarbonylmethyl)(6-chloro-naphthalene-2-sulfonyl)amino]-2-butenoate (22.7 g) in toluene (30 ml) was combined with trifluoroacetic acid (30 ml) and stirred at room temperature for 1.5 hours. The reaction mixture was concentrated and the resultant residue was crystallized from ether-hexane to obtain methyl 4-[carboxymethyl(6-chloro-naphthalene-2-sulfonyl)amino]-2-butenate (19.35 g) as colorless crystals. Starting materials: C1OC=2C=C(C(=O)CN3CCC(CC3)N3C(NCC4=CC=CC=C34)=O)C=CC2O1 (1-(3,4-methylenedioxybenzoylmethyl)-4-[3,4-dihydro-2(1H)-quinazolinon-1-yl]-piperidine), [BH4-].[Na+] (sodium borohydride). Solvent: CO (methanol). Yields the product C1OC=2C=C(C=CC2O1)C(CN1CCC(CC1)N1C(NCC2=CC=CC=C12)=O)O (1-[2-(3,4-Methylenedioxyphenyl)-2-hydroxyethyl]-4-[3,4-dihydro-2(1H)-quinazolinon-1-yl]-piperidine). Isolated yield 64.1%. Reaction SMILES: [CH2:1]1[O:29][C:28]2[CH:27]=[CH:26][C:5]([C:6]([CH2:8][N:9]3[CH2:14][CH2:13][CH:12]([N:15]4[C:24]5[C:19](=[CH:20][CH:21]=[CH:22][CH:23]=5)[CH2:18][NH:17][C:16]4=[O:25])[CH2:11][CH2:10]3)=[O:7])=[CH:4][C:3]=2[O:2]1.[BH4-].[Na+]>CO>[CH2:1]1[O:29][C:28]2[CH:27]=[CH:26][C:5]([CH:6]([OH:7])[CH2:8][N:9]3[CH2:14][CH2:13][CH:12]([N:15]4[C:24]5[C:19](=[CH:20][CH:21]=[CH:22][CH:23]=5)[CH2:18][NH:17][C:16]4=[O:25])[CH2:11][CH2:10]3)=[CH:4][C:3]=2[O:2]1 |f:1.2|. Procedure details: In this example, 2.70 g of 1-(3,4-methylenedioxybenzoylmethyl)-4-[3,4-dihydro-2(1H)-quinazolinon-1-yl]-piperidine and 150 ml of methanol are mixed and stirred under ice-cooling. Then, 2.0 g of sodium borohydride is added to the stirred mixture over a period of one hour. Subsequently, the mixture is brought back to room temperature and stirred for 3 hours at room temperature and the reaction solution is concentrated. The resultant residue is mixed with 50 ml of water and the mixture is extracted ... Procedure: The target compound was prepared as a pale yellow oil in an amount 12.9 g at a yield of 67.9% in the same manner as in Example 1 except that 12 g (47.8 mmol) of 5-(N-benzyloxycarbonylamino)pentanoic acid was dissolved in 60 ml of THF and 8.41 g (52.5 mmol) of CDI was added; 14.5 g (143 mmol) of diisopropylamine and 60 ml of THF were added and 89.5 ml (143 mmol) of 1.63N BA solution was added dropwise; 23.5 ml (143 mmol) of methyl p-tolylacetate instead of methyl phenylacetate was dissolved in 60... Run in C1CCOC1 (THF), C1CCOC1 (THF), C1CCOC1 (THF). As a reaction SMILES: [CH2:1]([O:8][C:9]([NH:11][CH2:12][CH2:13][CH2:14][CH2:15][C:16]([OH:18])=O)=[O:10])[C:2]1[CH:7]=[CH:6][CH:5]=[CH:4][CH:3]=1.C1N=CN(C(N2C=NC=C2)=O)C=1.C(NC(C)C)(C)C.[C:38]1([CH3:49])[CH:43]=[CH:42][C:41]([CH2:44][C:45]([O:47][CH3:48])=[O:46])=[CH:40][CH:39]=1.[Cl-].[NH4+]>C1COCC1>[CH2:1]([O:8][C:9]([NH:11][CH2:12][CH2:13][CH2:14][CH2:15][C:16](=[O:18])[CH:44]([C:41]1[CH:40]=[CH:39][C:38]([CH3:49])=[CH:43][CH:42]=1)[C:45]([O:47][CH3:48])=[O:46])=[O:10])[C:2]1[CH:3]=[CH:4][CH:5]=[CH:6][CH:7]=1 |f:4.5|. Yield: 67.9%. Starting materials: C(C1=CC=CC=C1)OC(=O)NCCCCC(=O)O (5-(N-benzyloxycarbonylamino)pentanoic acid), C1(=CC=C(C=C1)CC(=O)OC)C (methyl p-tolylacetate), C(C)(C)NC(C)C (diisopropylamine), C1=CN(C=N1)C(=O)N2C=CN=C2 (CDI), [Cl-].[NH4+] (ammonium chloride). Product: C(C1=CC=CC=C1)OC(=O)NCCCCC(C(C(=O)OC)C1=CC=C(C=C1)C)=O (methyl 7-(N-benzyloxycarbonylamino)-3-oxo-2-p-tolylheptanoate).